Task: describe an organic reaction: reactants, conditions, products, and yield. Dataset: the Open Reaction Database (ORD), a public repository of structured organic reaction records Reactants: C(CCC)C1=NC2=C(N1CC1=CC=C(C=C1)C=1C(=CC=CC1)C(=O)OC(C)(C)C)C=C(C=C2)N(C(CC)=O)C (tert.butyl 4'-[(2-n-butyl-6-(N-propionyl-methylamino)-benzimidazol-1-yl)-methyl]biphenyl-2-carboxylate). Solvent: C(Cl)Cl.C(C)O (methylene chloride ethanol). Product: C(CCC)C1=NC2=C(N1CC1=CC=C(C=C1)C=1C(=CC=CC1)C(=O)OC(C)(C)C)C=C(C=C2)N(C(C)=O)C (Tert.butyl 4'-[(2-n-butyl-6-(N-acetyl-methylamino)-benzimidazol-1-yl)-methyl]biphenyl-2-carboxylate). Reaction SMILES: [CH2:1]([C:5]1[N:9]([CH2:10][C:11]2[CH:16]=[CH:15][C:14]([C:17]3[C:18]([C:23]([O:25][C:26]([CH3:29])([CH3:28])[CH3:27])=[O:24])=[CH:19][CH:20]=[CH:21][CH:22]=3)=[CH:13][CH:12]=2)[C:8]2[CH:30]=[C:31]([N:34]([CH3:39])[C:35](=[O:38])[CH2:36]C)[CH:32]=[CH:33][C:7]=2[N:6]=1)[CH2:2][CH2:3][CH3:4]>C(Cl)Cl.C(O)C>[CH2:1]([C:5]1[N:9]([CH2:10][C:11]2[CH:16]=[CH:15][C:14]([C:17]3[C:18]([C:23]([O:25][C:26]([CH3:28])([CH3:29])[CH3:27])=[O:24])=[CH:19][CH:20]=[CH:21][CH:22]=3)=[CH:13][CH:12]=2)[C:8]2[CH:30]=[C:31]([N:34]([CH3:39])[C:35](=[O:38])[CH3:36])[CH:32]=[CH:33][C:7]=2[N:6]=1)[CH2:2][CH2:3][CH3:4] |f:1.2|. Procedure: tert.butyl 4'-[(2-n-butyl-6-(N-propionyl-methylamino)-benzimidazol-1-yl)-methyl]biphenyl-2-carboxylate oil, Rf value: 0.65 (Silica gel: methylene chloride/ethanol=19:1) Starting materials: ice, FC1=CC=C(C#N)C=C1 (4-fluorobenzonitrile), C1(=CC=CC=C1)C=1NC=CN1 (2-phenylimidazole), C(=O)([O-])[O-].[K+].[K+] (K2CO3). Run in CS(=O)C (DMSO). Run at temperature 100 celsius. The product is C1(=CC=CC=C1)C=1N(C=CN1)C1=CC=C(C#N)C=C1 (4-(2-Phenylimidazol-1-yl)benzonitrile). The yield is 49.1%. As a reaction SMILES: F[C:2]1[CH:9]=[CH:8][C:5]([C:6]#[N:7])=[CH:4][CH:3]=1.[C:10]1([C:16]2[NH:17][CH:18]=[CH:19][N:20]=2)[CH:15]=[CH:14][CH:13]=[CH:12][CH:11]=1.C([O-])([O-])=O.[K+].[K+]>CS(C)=O>[C:10]1([C:16]2[N:20]([C:2]3[CH:9]=[CH:8][C:5]([C:6]#[N:7])=[CH:4][CH:3]=3)[CH:19]=[CH:18][N:17]=2)[CH:11]=[CH:12][CH:13]=[CH:14][CH:15]=1 |f:2.3.4|. Procedure details: A mixture of 4-fluorobenzonitrile (3.63 g, 30 mmol), 2-phenylimidazole (3.72 g, 30 mmol) and anhydrous K2CO3 (4.15 g, 30 mmol) in dry DMSO (30 ml) was heated at 100° C. for 20 hours under a nitrogen atmosphere. After cooling to room temperature, the reaction mixture was poured into an ice-cold saturated aqueous NH4Cl (100 ml) solution and the whole extracted with Et2O (150 ml×2). The combined extracts was washed with water (100 ml), brine (80 ml), dried over MgSO4 and solvent removed under reduc... The reactants are BrC=1C=NC(=NC1)NC1=C(C=CC=C1[N+](=O)[O-])C (5-bromo-N-(2-methyl-6-nitrophenyl)pyrimidin-2-amine), C(#C)C1=CC(=CC(=C1)OC)OC (1-ethynyl-3,5-dimethoxybenzene), C1(=CC=CC=C1)P(C1=CC=CC=C1)C1=CC=CC=C1 (triphenylphosphine), C(C)NCC (diethylamine). The reagents and catalysts are Cl[Pd]([P](C1=CC=CC=C1)(C2=CC=CC=C2)C3=CC=CC=C3)([P](C4=CC=CC=C4)(C5=CC=CC=C5)C6=CC=CC=C6)Cl (bis(triphenylphosphine)palladium(II) chloride), [Cu]I (copper(I) iodide). Run in CN(C=O)C (N,N-dimethylformamide). Reaction conditions: temperature 80 celsius, time 2 hour. Yields the product COC=1C=C(C=C(C1)OC)C#CC=1C=NC(=NC1)NC1=C(C=CC=C1[N+](=O)[O-])C (5-((3,5-dimethoxyphenyl)ethynyl)-N-(2-methyl-6-nitrophenyl)pyrimidin-2-amine). Isolated yield 39.3%. As a reaction SMILES: Br[C:2]1[CH:3]=[N:4][C:5]([NH:8][C:9]2[C:14]([N+:15]([O-:17])=[O:16])=[CH:13][CH:12]=[CH:11][C:10]=2[CH3:18])=[N:6][CH:7]=1.[C:19]([C:21]1[CH:26]=[C:25]([O:27][CH3:28])[CH:24]=[C:23]([O:29][CH3:30])[CH:22]=1)#[CH:20].C1(P(C2C=CC=CC=2)C2C=CC=CC=2)C=CC=CC=1.C(NCC)C>CN(C)C=O.Cl[Pd](Cl)([P](C1C=CC=CC=1)(C1C=CC=CC=1)C1C=CC=CC=1)[P](C1C=CC=CC=1)(C1C=CC=CC=1)C1C=CC=CC=1.[Cu]I>[CH3:30][O:29][C:23]1[CH:22]=[C:21]([C:19]#[C:20][C:2]2[CH:3]=[N:4][C:5]([NH:8][C:9]3[C:14]([N+:15]([O-:17])=[O:16])=[CH:13][CH:12]=[CH:11][C:10]=3[CH3:18])=[N:6][CH:7]=2)[CH:26]=[C:25]([O:27][CH3:28])[CH:24]=1 |^1:62,81|. Reported procedure: A mixture of 5-bromo-N-(2-methyl-6-nitrophenyl)pyrimidin-2-amine (573 mg, 3.0 mmol), 1-ethynyl-3,5-dimethoxybenzene (483 mg, 3.0 mmol), triphenylphosphine (157 mg, 0.60 mmol), bis(triphenylphosphine)palladium(II) chloride (210 mg, 0.30 mmol), copper(I) iodide (57 mg, 0.30 mmol) and diethylamine (1.50 ml, 15.0 mmol) in N,N-dimethylformamide (10 mL) was degassed with nitrogen three times, and then stirred at 80° C. for 2 hrs. LCMS showed the reaction was completed. The mixture was cooled to RT, qu... Starting materials: C(C=C)OC(CC[C@@H](COCOCC)NC(=O)C1=CC=C(C=C1)C#N)=O (5-ethoxymethoxy-4(S)-[N-(4-cyanophenylcarbonyl)amino]pentanoic acid allyl ester), CN1C(N(CC1)C)=O (1,3-dimethyl-2-imidazolidinone), COCCl (Methoxymethyl chloride). Run in O1CCCC1 (tetrahydrofuran), C[Si](C)(C)[N-][Si](C)(C)C.[Li+] (lithium bis(trimethylsilyl)amide), [Cl-].[NH4+] (ammonium chloride). Run at time 30 minute. Yields the product C(C=C)OC([C@H](C[C@@H](COCOCC)NC(=O)C1=CC=C(C=C1)C#N)COC)=O (5-ethoxymethoxy-4(S)-[N-(4-cyanophenylcarbonyl)amino]-2(R)-methoxymethylpentanoic acid allyl ester). Reaction SMILES: [CH2:1]([O:4][C:5](=[O:26])[CH2:6][CH2:7][C@H:8]([NH:15][C:16]([C:18]1[CH:23]=[CH:22][C:21]([C:24]#[N:25])=[CH:20][CH:19]=1)=[O:17])[CH2:9][O:10][CH2:11][O:12][CH2:13][CH3:14])[CH:2]=[CH2:3].CN1CCN(C)C1=O.[CH3:35][O:36][CH2:37]Cl>O1CCCC1.C[Si]([N-][Si](C)(C)C)(C)C.[Li+].[Cl-].[NH4+]>[CH2:1]([O:4][C:5](=[O:26])[C@@H:6]([CH2:35][O:36][CH3:37])[CH2:7][C@H:8]([NH:15][C:16]([C:18]1[CH:19]=[CH:20][C:21]([C:24]#[N:25])=[CH:22][CH:23]=1)=[O:17])[CH2:9][O:10][CH2:11][O:12][CH2:13][CH3:14])[CH:2]=[CH2:3] |f:4.5,6.7|. Reported procedure: To a solution of the compound prepared in Example 4 (1.87 g) and 1,3-dimethyl-2-imidazolidinone (1.7 ml) in tetrahydrofuran (THF; 20 ml), 1M lithium bis(trimethylsilyl)amide (11.4 ml; in THF) was dropped at −78° C., and then the mixture was stirred for 30 minutes at same temperature. Methoxymethyl chloride (1.2 ml) was added to the reaction mixture, and the mixture was stirred for 3 hours. The reaction mixture was diluted with a saturated aqueous solution of ammonium chloride, and warmed to room... Starting materials: FC1=C(C=C(C=C1)F)C1(N(CCCC1)C(=O)OC(C)(C)C)O (tert-butyl 2-(2,5-difluorophenyl)-2-hydroxypiperidine-1-carboxylate), C(=O)(C(F)(F)F)O (TFA). The solvent is C(Cl)Cl (DCM). Conditions: time 2 hour. The product is FC1=C(C=C(C=C1)F)C=1CCCCN1 (6-(2,5-difluorophenyl)-2,3,4,5-tetrahydropyridine). Isolated yield 93.9%. RXN SMILES: [F:1][C:2]1[CH:7]=[CH:6][C:5]([F:8])=[CH:4][C:3]=1[C:9]1(O)[CH2:14][CH2:13][CH2:12][CH2:11][N:10]1C(OC(C)(C)C)=O.C(O)(C(F)(F)F)=O>C(Cl)Cl>[F:1][C:2]1[CH:7]=[CH:6][C:5]([F:8])=[CH:4][C:3]=1[C:9]1[CH2:14][CH2:13][CH2:12][CH2:11][N:10]=1. Procedure: To a stifled solution of tert-butyl 2-(2,5-difluorophenyl)-2-hydroxypiperidine-1-carboxylate (9.4 g, 30 mmol) in DCM was added TFA (34.2 g, 300 mmol) and stifled at room temperature for 2 h. After completion of reaction, solvent was removed under vacuum and residue was quenched with sat.NaHCO3 and extracted with DCM. Organic layer was washed with water, brine and dried over anhydrous Na2SO4 and concentration to afford crude product as brown liquid (5.5 g), this crude was directly used for next s... Starting materials: ClC=1C=C(CCl)C=CC1Cl (3,4-dichlorobenzylchloride), NC(=S)N (thiourea), ClCC(=O)O (chloroacetic acid), C([O-])([O-])=O.[Na+].[Na+] (sodium carbonate), [OH-].[Na+] (NaOH), Cl (HCl). Run in O (water), O (water), O (water). The product is ClC=1C=C(CCC(=S)O)C=CC1Cl (3,4-Dichlorobenzylthioacetic acid). The yield is 89.3%. RXN SMILES: [Cl:1][C:2]1[CH:3]=[C:4]([CH:7]=[CH:8][C:9]=1[Cl:10])[CH2:5]Cl.NC(N)=[S:13].[OH-].[Na+].Cl[CH2:18][C:19]([OH:21])=O.C(=O)([O-])[O-].[Na+].[Na+].Cl>O>[Cl:1][C:2]1[CH:3]=[C:4]([CH:7]=[CH:8][C:9]=1[Cl:10])[CH2:5][CH2:18][C:19]([OH:21])=[S:13] |f:2.3,5.6.7|. Reported procedure: A mixture of 19.5 g (0.1 mol) of 3,4-dichlorobenzylchloride and 7.6 g (0.1 mol) of thiourea in 50 ml of water are heated under reflux for 30 minutes with stirring, and then a solution of 16 g (0.4 mol) of NaOH in 25 ml of water is run in at 60°-70° C.; the mixture is heated under reflux for 15 minutes, a solution of 15 g (0.15 mol) of chloroacetic acid, 7 g of sodium carbonate and 50 ml of water is run in at 60°-70° C., and the mixture is maintained under reflux for 1 hour. The mixture is acidif... RXN SMILES: [CH2:1]([O:8][C:9]1[C:14]([C:15]2[CH:20]=[CH:19][C:18]([C:21]([F:24])([F:23])[F:22])=[CH:17][CH:16]=2)=[CH:13][C:12]([C@@H:25]2[CH2:27][C@H:26]2[NH:28][CH2:29][CH2:30]Cl)=[CH:11][CH:10]=1)[C:2]1[CH:7]=[CH:6][CH:5]=[CH:4][CH:3]=1.[NH:32]1[CH2:36][CH2:35][C@@H:34]([NH:37][C:38](=[O:44])[O:39][C:40]([CH3:43])([CH3:42])[CH3:41])[CH2:33]1>CN(C=O)C>[CH2:1]([O:8][C:9]1[C:14]([C:15]2[CH:20]=[CH:19][C:18]([C:21]([F:24])([F:23])[F:22])=[CH:17][CH:16]=2)=[CH:13][C:12]([C@@H:25]2[CH2:27][C@H:26]2[NH:28][CH2:29][CH2:30][N:32]2[CH2:36][CH2:35][C@@H:34]([NH:37][C:38](=[O:44])[O:39][C:40]([CH3:42])([CH3:41])[CH3:43])[CH2:33]2)=[CH:11][CH:10]=1)[C:2]1[CH:7]=[CH:6][CH:5]=[CH:4][CH:3]=1. Solvent: CN(C)C=O (DMF). Conditions: time 48 hour. Reactants: C(C1=CC=CC=C1)OC1=CC=C(C=C1C1=CC=C(C=C1)C(F)(F)F)[C@H]1[C@@H](C1)NCCCl ((trans)-2-(6-(benzyloxy)-4′-(trifluoromethyl)biphenyl-3-yl)-N-(2-chloroethyl)cyclopropanamine), N1C[C@@H](CC1)NC(OC(C)(C)C)=O ((R)-tert-butyl pyrrolidin-3-ylcarbamate), ice water. Yields the product C(C1=CC=CC=C1)OC1=CC=C(C=C1C1=CC=C(C=C1)C(F)(F)F)[C@H]1[C@@H](C1)NCCN1C[C@@H](CC1)NC(OC(C)(C)C)=O (tert-butyl(R)-1-(2-((trans)-2-(6-(benzyloxy)-4′-(trifluoromethyl)biphenyl-3-yl)cyclopropylamino)ethyl)pyrrolidin-3-ylcarbamate). Procedure details: To a solution of (trans)-2-(6-(benzyloxy)-4′-(trifluoromethyl)biphenyl-3-yl)-N-(2-chloroethyl)cyclopropanamine (500 mg, 1.12 mmol) in dry DMF (5 mL), (R)-tert-butyl pyrrolidin-3-ylcarbamate (438 mg, 2.3 mmol) was added and stirred at RT for 48 h. After completion, the reaction mixture was poured into ice water (20 mL), extracted with EtOAc (2×20 mL). The combined extracts were washed with water (25 mL), brine, dried over anhydrous Na2SO4, filtered and evaporated. The crude residue was purified b... The yield is 60.0%. Reactants: C[Si](C)(C)Cl, Cc1ccccc1, O, C=CCOC(=O)CN1C(=O)C(C(C)O)C1C(C)C(=S)c1ccccc1, c1ccncc1. The product is C=CCOC(=O)CN1C(=O)C(C(C)O[Si](C)(C)C)C1C(C)C(=S)c1ccccc1. RXN SMILES: [CH3:32][Si:33]([Cl:34])([CH3:35])[CH3:36].[CH3:38][c:39]1[cH:40][cH:41][cH:42][cH:43][cH:44]1.[OH2:37].[OH:1][CH:2]([CH3:3])[CH:4]1[C:5](=[O:25])[N:6]([CH2:18][C:19](=[O:20])[O:21][CH2:22][CH:23]=[CH2:24])[CH:7]1[CH:8]([CH3:9])[C:10](=[S:11])[c:12]1[cH:13][cH:14][cH:15][cH:16][cH:17]1.[cH:26]1[cH:27][cH:28][n:29][cH:30][cH:31]1>>[O:1]([CH:2]([CH3:3])[CH:4]1[C:5](=[O:25])[N:6]([CH2:18][C:19](=[O:20])[O:21][CH2:22][CH:23]=[CH2:24])[CH:7]1[CH:8]([CH3:9])[C:10](=[S:11])[c:12]1[cH:13][cH:14][cH:15][cH:16][cH:17]1)[Si:33]([CH3:32])([CH3:35])[CH3:36]. As a reaction SMILES: [C:1]([OH:2])(=[O:3])[c:4]1[c:5](=[O:20])[nH:6][c:7](-[c:10]2[c:11]([O:16][CH2:17][CH2:18][CH3:19])[cH:12][cH:13][cH:14][cH:15]2)[n:8][cH:9]1.[CH3:31][CH2:32][OH:33].[cH:21]1[cH:22][c:23]2[c:24]([n:25][cH:26][cH:27][cH:28]2)[cH:29][cH:30]1>>[cH:4]1[c:5](=[O:20])[nH:6][c:7](-[c:10]2[c:11]([O:16][CH2:17][CH2:18][CH3:19])[cH:12][cH:13][cH:14][cH:15]2)[n:8][cH:9]1. The reactants are CCCOc1ccccc1-c1ncc(C(=O)O)c(=O)[nH]1, CCO, c1ccc2ncccc2c1. Yields the product CCCOc1ccccc1-c1nccc(=O)[nH]1.